This data is from the Open Reaction Database (ORD), a public repository of structured organic reaction records. The task is: describe an organic reaction: reactants, conditions, products, and yield The reactants are C(C)(C)C1=CC=C(C=C1)CC(C)(C)NC(C)=O (N-[2-(4-isopropylphenyl)-1,1-dimethylethyl]acetamide), Cl (hydrochloride). Product: C(C)(C)C1=CC=C(C=C1)CC(C)(C)N (2-(4-isopropylphenyl)-1,1-dimethylethylamine). RXN SMILES: [CH:1]([C:4]1[CH:9]=[CH:8][C:7]([CH2:10][C:11]([NH:14]C(=O)C)([CH3:13])[CH3:12])=[CH:6][CH:5]=1)([CH3:3])[CH3:2].Cl>>[CH:1]([C:4]1[CH:5]=[CH:6][C:7]([CH2:10][C:11]([NH2:14])([CH3:12])[CH3:13])=[CH:8][CH:9]=1)([CH3:3])[CH3:2]. Reported procedure: Reaction of 9.80 g (42 mmol) of N-[2-(4-isopropylphenyl)-1,1-dimethylethyl]acetamide analogously to the method for Example 9(c). Yield: 7.00 g (71%, hydrochloride); melting point 202° C.-206° C.